From a dataset of the Open Reaction Database (ORD), a public repository of structured organic reaction records. describe an organic reaction: reactants, conditions, products, and yield The reactants are BrC1=C(C=C2C(C(=CN3C(CCC1=C23)C)C(=O)[O-])=O)F.[Na+] (sodium 8-bromo-6,7-dihydro-9-fluoro-5-methyl-1-oxo-1H,5H-benzo[ij]quinolizine-2-carboxylate), [Cl-].[Ca+2].[Cl-] (calcium chloride). Run in O (water), O (water). Yields the product O.BrC1=C(C=C2C(C(=CN3C(CCC1=C23)C)C(=O)[O-])=O)F.[Ca+2].BrC2=C(C=C3C(C(=CN1C(CCC2=C31)C)C(=O)[O-])=O)F (calcium 8-bromo-6,7-dihydro-9-fluoro-5-methyl-1-oxo-1H,5H-benzo[ij]quinolizine-2-carboxylate hydrate). RXN SMILES: [Br:1][C:2]1[C:13]2=[C:14]3[N:9]([CH:10]([CH3:15])[CH2:11][CH2:12]2)[CH:8]=[C:7]([C:16]([O-:18])=[O:17])[C:6](=[O:19])[C:5]3=[CH:4][C:3]=1[F:20].[Na+].[Cl-].[Ca+2:23].[Cl-]>O>[OH2:17].[Br:1][C:2]1[C:13]2=[C:14]3[N:9]([CH:10]([CH3:15])[CH2:11][CH2:12]2)[CH:8]=[C:7]([C:16]([O-:18])=[O:17])[C:6](=[O:19])[C:5]3=[CH:4][C:3]=1[F:20].[Ca+2:23].[Br:1][C:2]1[C:13]2=[C:14]3[N:9]([CH:10]([CH3:15])[CH2:11][CH2:12]2)[CH:8]=[C:7]([C:16]([O-:18])=[O:17])[C:6](=[O:19])[C:5]3=[CH:4][C:3]=1[F:20] |f:0.1,2.3.4,6.7.8.9|. Procedure: Solutions of 1.7 g sodium 8-bromo-6,7-dihydro-9-fluoro-5-methyl-1-oxo-1H,5H-benzo[ij]quinolizine-2-carboxylate in 40 ml warm water and 2 g calcium chloride in 20 ml warm water were stirred together, heated on a steam bath for 15 minutes and cooled about 16 hours. The product was separated by filtration, washed with water and dried to provide light pink calcium 8-bromo-6,7-dihydro-9-fluoro-5-methyl-1-oxo-1H,5H-benzo[ij]quinolizine-2-carboxylate hydrate, m.p. >300° C. Analysis: Calculated for (C14... Reactants: ClCCl, CCN(C(C)C)C(C)C, O=C(Cl)C(=O)Cl, O=C([O-])c1cc2nccc(Cl)c2s1, Cl, [Li+], C1CNC1, CN(C)C=O. Yields the product O=C(c1cc2nccc(Cl)c2s1)N1CCC1. As a reaction SMILES: [CH2:35]([Cl:36])[Cl:37].[CH:26]([N:27]([CH2:28][CH3:29])[CH:30]([CH3:31])[CH3:32])([CH3:33])[CH3:34].[Cl:15][C:16]([C:17]([Cl:18])=[O:19])=[O:20].[Cl:1][c:2]1[c:3]2[c:4]([n:5][cH:6][cH:7]1)[cH:8][c:9]([C:11](=[O:12])[O-:13])[s:10]2.[ClH:21].[Li+:14].[NH:22]1[CH2:23][CH2:24][CH2:25]1.[O:38]=[CH:39][N:40]([CH3:41])[CH3:42]>>[Cl:1][c:2]1[c:3]2[c:4]([n:5][cH:6][cH:7]1)[cH:8][c:9]([C:11](=[O:13])[N:22]1[CH2:23][CH2:24][CH2:25]1)[s:10]2.